From a dataset of the Open Reaction Database (ORD), a public repository of structured organic reaction records. describe an organic reaction: reactants, conditions, products, and yield Starting materials: Cc1cc(-c2cccc(C(=O)CC(=O)Nc3cc(C#N)c(N4CCOCC4)cc3NC(=O)OC(C)(C)C)c2)on1, ClCCl, O=C(O)C(F)(F)F. Yields the product Cc1cc(-c2cccc(C3=Nc4cc(N5CCOCC5)c(C#N)cc4NC(=O)C3)c2)on1. Reaction SMILES: [C:1]([O:2][C:3](=[O:4])[NH:7][c:8]1[c:9]([NH:22][C:23]([CH2:24][C:25](=[O:5])[c:27]2[cH:28][c:29](-[c:33]3[cH:34][c:35]([CH3:38])[n:36][o:37]3)[cH:30][cH:31][cH:32]2)=[O:39])[cH:10][c:11]([C:20]#[N:21])[c:12]([N:14]2[CH2:15][CH2:16][O:17][CH2:18][CH2:19]2)[cH:13]1)([CH3:6])([CH3:26])[CH3:40].[Cl:48][CH2:49][Cl:50].[F:41][C:42]([F:43])([F:44])[C:45]([OH:46])=[O:47]>>[N:7]1=[C:25]([c:27]2[cH:28][c:29](-[c:33]3[cH:34][c:35]([CH3:38])[n:36][o:37]3)[cH:30][cH:31][cH:32]2)[CH2:24][C:23](=[O:39])[NH:22][c:9]2[c:8]1[cH:13][c:12]([N:14]1[CH2:15][CH2:16][O:17][CH2:18][CH2:19]1)[c:11]([C:20]#[N:21])[cH:10]2. Reactants: O=C([O-])[O-], [Cs+], [Cs+], FC(F)(F)I, CN(C)C=O, O, CC(C)(C)OC(=O)N1CCC(=Cc2cccc(Oc3ccc(O)cn3)c2)CC1. Yields the product CC(C)(C)OC(=O)N1CCC(=Cc2cccc(Oc3ccc(OCC(F)(F)F)cn3)c2)CC1. Reaction SMILES: [C:34](=[O:35])([O-:36])[O-:37].[Cs+:38].[Cs+:39].[F:29][C:30]([F:31])([F:32])[I:33].[O:40]=[CH:41][N:42]([CH3:43])[CH3:44].[OH2:45].[OH:1][c:2]1[cH:3][cH:4][c:5]([O:8][c:9]2[cH:10][c:11]([CH:12]=[C:13]3[CH2:14][CH2:15][N:16]([C:19](=[O:20])[O:21][C:22]([CH3:23])([CH3:24])[CH3:25])[CH2:17][CH2:18]3)[cH:26][cH:27][cH:28]2)[n:6][cH:7]1>>[O:1]([c:2]1[cH:3][cH:4][c:5]([O:8][c:9]2[cH:10][c:11]([CH:12]=[C:13]3[CH2:14][CH2:15][N:16]([C:19](=[O:20])[O:21][C:22]([CH3:23])([CH3:24])[CH3:25])[CH2:17][CH2:18]3)[cH:26][cH:27][cH:28]2)[n:6][cH:7]1)[CH2:34][C:30]([F:29])([F:31])[F:32]. Yields the product CCN1CCc2ccc(Nc3ncc(Cl)c(NCC(C)(C)NS(C)(=O)=O)n3)cc2CC1. RXN SMILES: [C:33]12([CH2:34][S:35]([OH:36])(=[O:37])=[O:38])[C:39]([CH3:40])([CH3:41])[CH:42]([CH2:43][CH2:44]1)[CH2:45][C:46]2=[O:47].[CH2:1]([CH3:2])[N:3]1[CH2:4][CH2:5][c:6]2[c:7]([cH:10][c:11]([NH2:14])[cH:12][cH:13]2)[CH2:8][CH2:9]1.[CH:48]([OH:49])([CH3:50])[CH3:51].[Cl:15][c:16]1[n:17][cH:18][c:19]([Cl:32])[c:20]([NH:22][CH2:23][C:24]([CH3:25])([CH3:26])[NH:27][S:28](=[O:29])(=[O:30])[CH3:31])[n:21]1>>[CH2:1]([CH3:2])[N:3]1[CH2:4][CH2:5][c:6]2[c:7]([cH:10][c:11]([NH:14][c:16]3[n:17][cH:18][c:19]([Cl:32])[c:20]([NH:22][CH2:23][C:24]([CH3:25])([CH3:26])[NH:27][S:28](=[O:29])(=[O:30])[CH3:31])[n:21]3)[cH:12][cH:13]2)[CH2:8][CH2:9]1. Starting materials: CC1(C)C2CCC1(CS(=O)(=O)O)C(=O)C2, CCN1CCc2ccc(N)cc2CC1, CC(C)O, CC(C)(CNc1nc(Cl)ncc1Cl)NS(C)(=O)=O. Reactants: BrC=1C=C(C=CC1F)O (3-bromo-4-fluorophenol), C([O-])([O-])=O.[K+].[K+] (potassium carbonate), COC1=CC=C(CCl)C=C1 (4-methoxybenzyl chloride). Run in CN(C)C=O (DMF). Run at time 10 minute. Yields the product BrC1=C(C=CC(=C1)OCC1=CC=C(C=C1)OC)F (2-Bromo-1-fluoro-4-((4-methoxybenzyl)oxy)benzene). As a reaction SMILES: [Br:1][C:2]1[CH:3]=[C:4]([OH:9])[CH:5]=[CH:6][C:7]=1[F:8].C(=O)([O-])[O-].[K+].[K+].[CH3:16][O:17][C:18]1[CH:25]=[CH:24][C:21]([CH2:22]Cl)=[CH:20][CH:19]=1>CN(C=O)C>[Br:1][C:2]1[CH:3]=[C:4]([O:9][CH2:22][C:21]2[CH:24]=[CH:25][C:18]([O:17][CH3:16])=[CH:19][CH:20]=2)[CH:5]=[CH:6][C:7]=1[F:8] |f:1.2.3|. Procedure: To a solution of 3-bromo-4-fluorophenol (2.18 g, 11.4 mmol) in DMF (15 mL) was added potassium carbonate (3.15 g, 22.8 mmol) portion wise at room temperature. The mixture was stirred at room temperature for 10 minutes then 4-methoxybenzyl chloride (1.55 mL, 11.4 mmol) was added drop wise. On completion of the addition the reaction was heated at 60° C. under nitrogen for 15 hours. The cooled reaction mixture was quenched with water (50 mL) and extracted with EtOAc (3×50 mL). The combined extracts... Reactants: BrC1=CC=C(C=C1)C1=CC2=C(N(C3=CC=C(C=C23)C=2NN=C(C2)COC2OCCCC2)C)N(C1=O)C (3-(4-Bromophenyl)-1,9-dimethyl-6-[5-(tetrahydropyran-2-yloxymethyl)-2H-pyrazol-3-yl]-1,9-dihydropyrido[2,3-b]indol-2-one), BrC1=CC=C(C=C1)C1=CC2=C(N(C3=CC=C(C=C23)C=2NN=C(C2)COC2OCCCC2)C)N(C1=O)C (3-(4-bromophenyl)-1,9-dimethyl-6-[5-(tetrahydropyran-2-yloxymethyl)-2H-pyrazol-3-yl]-1,9-dihydropyrido[2,3-b]indol-2-one), C1(=CC=C(C=C1)S(=O)(=O)O)C (p-toluenesulphonic acid). The solvent is CO (MeOH). Product: BrC1=CC=C(C=C1)C1=CC2=C(N(C3=CC=C(C=C23)C=2NN=C(C2)CO)C)N(C1=O)C (3-(4-Bromophenyl)-6-(5-hydroxymethyl-2H-pyrazol-3-yl)-1,9-dimethyl-1,9-dihydropyrido[2,3-b]indol-2-one). RXN SMILES: [Br:1][C:2]1[CH:7]=[CH:6][C:5]([C:8]2[C:34](=[O:35])[N:33]([CH3:36])[C:11]3[N:12]([CH3:32])[C:13]4[C:18]([C:10]=3[CH:9]=2)=[CH:17][C:16]([C:19]2[NH:20][N:21]=[C:22]([CH2:24][O:25]C3CCCCO3)[CH:23]=2)=[CH:15][CH:14]=4)=[CH:4][CH:3]=1.C1(C)C=CC(S(O)(=O)=O)=CC=1>CO>[Br:1][C:2]1[CH:7]=[CH:6][C:5]([C:8]2[C:34](=[O:35])[N:33]([CH3:36])[C:11]3[N:12]([CH3:32])[C:13]4[C:18]([C:10]=3[CH:9]=2)=[CH:17][C:16]([C:19]2[NH:20][N:21]=[C:22]([CH2:24][OH:25])[CH:23]=2)=[CH:15][CH:14]=4)=[CH:4][CH:3]=1. Procedure details: 110 mg (0.2 mmol) of compound from Example 86 above, 3-(4-bromophenyl)-1,9-dimethyl-6-[5-(tetrahydropyran-2-yloxymethyl)-2H-pyrazol-3-yl]-1,9-dihydropyrido[2,3-b]indol-2-one are dissolved in 6 ml of MeOH. A spatula tip of p-toluenesulphonic acid is added and the mixture is refluxed overnight. The reaction medium is evaporated to dryness. A saturated NaHCO3 solution is added and the mixture is extracted with EtOAc. The organic phase is evaporated to dryness. The product obtained is triturated in ... The reactants are CC[O-].[Na+] (sodium ethylate), NC(=O)C1=C(C=CC=C1F)NC(C(=O)OCC)=O (ethyl ((2-(aminocarbonyl)-3-fluorophenyl)amino)(oxo)acetate), Cl (Hydrochloric acid). The solvent is C(C)O (ethanol). Run at time 1 hour. Product: FC1=C2C(NC(=NC2=CC=C1)C(=O)OCC)=O (ethyl 5-fluoro-4-oxo-3,4-dihydroquinazoline-2-carboxylate). Isolated yield 56.7%. Reaction SMILES: [NH2:1][C:2]([C:4]1[C:9]([F:10])=[CH:8][CH:7]=[CH:6][C:5]=1[NH:11][C:12](=O)[C:13]([O:15][CH2:16][CH3:17])=[O:14])=[O:3].CC[O-].[Na+].Cl>C(O)C>[F:10][C:9]1[CH:8]=[CH:7][CH:6]=[C:5]2[C:4]=1[C:2](=[O:3])[NH:1][C:12]([C:13]([O:15][CH2:16][CH3:17])=[O:14])=[N:11]2 |f:1.2|. Procedure: To a suspension of ethyl ((2-(aminocarbonyl)-3-fluorophenyl)amino)(oxo)acetate (2.45 g, 9.64 mmol) in ethanol (50 mL) was added dropwise sodium ethylate (20% ethanol solution, 3.61 g, 10.6 mmol) under ice-cooling, and the mixture was stirred at room temperature for 1 hr. 1N Hydrochloric acid (20 mL) was added to the reaction mixture, and the insoluble material was collected by filtration. The solid was washed with water and diethyl ether to give the title compound as a pale-yellow powder (1.29 g...